Dataset: the Open Reaction Database (ORD), a public repository of structured organic reaction records. Task: describe an organic reaction: reactants, conditions, products, and yield The reactants are CCCC(C)C(C)C(N)=CC(=O)OCC, CC(=O)Cl, ClCCl, c1ccncc1. Product: CCCC(C)C(C)C(=CC(=O)OCC)NC(C)=O. RXN SMILES: [CH2:1]([CH3:2])[O:3][C:4]([CH:5]=[C:6]([CH:7]([CH:8]([CH2:9][CH2:10][CH3:11])[CH3:12])[CH3:13])[NH2:14])=[O:15].[CH3:16][C:17]([Cl:18])=[O:19].[Cl:26][CH2:27][Cl:28].[cH:20]1[cH:21][cH:22][n:23][cH:24][cH:25]1>>[CH2:1]([CH3:2])[O:3][C:4]([CH:5]=[C:6]([CH:7]([CH:8]([CH2:9][CH2:10][CH3:11])[CH3:12])[CH3:13])[NH:14][C:17]([CH3:16])=[O:19])=[O:15].